This data is from the Open Reaction Database (ORD), a public repository of structured organic reaction records. The task is: describe an organic reaction: reactants, conditions, products, and yield Reactants: CN(C(=O)OC(C)(C)C)C(COCc1ccccc1)CN(CC(F)F)C(=O)OC(C)(C)C, CC(=O)O, CO, [H][H]. Product: CN(C(=O)OC(C)(C)C)C(CO)CN(CC(F)F)C(=O)OC(C)(C)C. RXN SMILES: [C:1]([CH3:2])([CH3:3])([CH3:4])[O:5][C:6]([N:7]([CH2:8][CH:9]([F:10])[F:11])[CH2:12][CH:13]([CH2:14][O:15][CH2:16][c:17]1[cH:18][cH:19][cH:20][cH:21][cH:22]1)[N:23]([CH3:24])[C:25](=[O:26])[O:27][C:28]([CH3:29])([CH3:30])[CH3:31])=[O:32].[C:37]([OH:38])(=[O:39])[CH3:40].[CH3:35][OH:36].[H:33][H:34]>>[C:1]([CH3:2])([CH3:3])([CH3:4])[O:5][C:6]([N:7]([CH2:8][CH:9]([F:10])[F:11])[CH2:12][CH:13]([CH2:14][OH:15])[N:23]([CH3:24])[C:25](=[O:26])[O:27][C:28]([CH3:29])([CH3:30])[CH3:31])=[O:32].